This data is from the Open Reaction Database (ORD), a public repository of structured organic reaction records. The task is: describe an organic reaction: reactants, conditions, products, and yield Starting materials: [Cl-].[NH4+] (ammonium chloride), O1[C@H]2[C@@H]1C[C@@H]1CC[C@H]3[C@@H]4CC[C@H](C(C)=O)[C@]4(CC([C@@H]3[C@]1(C2)C)=O)C (2α,3α-epoxy-5α-pregnane-11,20-dione), solution, C(CCC)[Li] (n-butyl lithium), CCCCCC (hexane), cuprous iodide. Solvent: CCOCC (ether), CCOCC (ether). Yields the product C(CCC)[C@@H]1[C@H](C[C@@H]2CC[C@H]3[C@@H]4CC[C@H](C(C)=O)[C@]4(CC([C@@H]3[C@]2(C1)C)=O)C)O (2β-n-Butyl-3α-hydroxy-5α-pregnane-11,20-dione). As a reaction SMILES: [CH2:1]([Li])[CH2:2][CH2:3][CH3:4].CCCCCC.[O:12]1[C@H:14]2[CH2:15][C@H:16]3[C@:31]([CH3:33])([CH2:32][C@@H:13]12)[C@@H:30]1[C@H:19]([C@H:20]2[C@:27]([CH3:35])([CH2:28][C:29]1=[O:34])[C@@H:23]([C:24](=[O:26])[CH3:25])[CH2:22][CH2:21]2)[CH2:18][CH2:17]3.[Cl-].[NH4+]>CCOCC>[CH2:1]([C@H:13]1[CH2:32][C@@:31]2([CH3:33])[C@@H:16]([CH2:17][CH2:18][C@@H:19]3[C@@H:30]2[C:29](=[O:34])[CH2:28][C@@:27]2([CH3:35])[C@H:20]3[CH2:21][CH2:22][C@@H:23]2[C:24](=[O:26])[CH3:25])[CH2:15][C@@H:14]1[OH:12])[CH2:2][CH2:3][CH3:4] |f:3.4|. Reported procedure: A 2 molar solution of n-butyl lithium in hexane (30 ml., 60mmole) was added to a stirred suspension of cuprous iodide (5.7 g., 30 mmole) in dry ether (90 ml.) under nitrogen at -20°. A cold solution of 2α,3α-epoxy-5α-pregnane-11,20-dione (1.65 g., 5 mmole) in dry ether (260 ml.) was then added and the mixture was maintained at 0° for 70 hr. The reaction mixture was then poured into aqueous ammonium chloride solution and extracted into ethyl acetate. Reactants: CCCc1cc(C=O)nn1-c1ccccc1, NCCN1CCN(c2ccccc2F)CC1. The product is CCCc1cc(CNCCN2CCN(c3ccccc3F)CC2)nn1-c1ccccc1. As a reaction SMILES: [CH2:17]([CH2:18][CH3:19])[c:20]1[cH:21][c:22]([CH:31]=[O:32])[n:23][n:24]1-[c:25]1[cH:26][cH:27][cH:28][cH:29][cH:30]1.[F:1][c:2]1[c:3]([N:8]2[CH2:9][CH2:10][N:11]([CH2:14][CH2:15][NH2:16])[CH2:12][CH2:13]2)[cH:4][cH:5][cH:6][cH:7]1>>[F:1][c:2]1[c:3]([N:8]2[CH2:9][CH2:10][N:11]([CH2:14][CH2:15][NH:16][CH2:31][c:22]3[cH:21][c:20]([CH2:17][CH2:18][CH3:19])[n:24](-[c:25]4[cH:26][cH:27][cH:28][cH:29][cH:30]4)[n:23]3)[CH2:12][CH2:13]2)[cH:4][cH:5][cH:6][cH:7]1. The solvent is C(C)(=O)OC(C)=O (acetic anhydride). Yields the product CC1(NC(CC(C1)NC(C=1C(C(=O)O)=C(C(=C(C1Cl)Cl)Cl)Cl)=O)(C)C)C (N-(2,2,6,6-tetramethyl-4-piperidinyl)tetrachlorophthalamic acid). Reactants: NC1CC(NC(C1)(C)C)(C)C (4-amino-2,2,6,6-tetramethylpiperidine), ClC=1C(=C(C(=C2C1C(=O)OC2=O)Cl)Cl)Cl (tetrachlorophthalic anhydride), C(C)(=O)O (acetic acid). Reaction SMILES: C(O)(=O)C.[NH2:5][CH:6]1[CH2:11][C:10]([CH3:13])([CH3:12])[NH:9][C:8]([CH3:15])([CH3:14])[CH2:7]1.[Cl:16][C:17]1[C:18]([Cl:30])=[C:19]([Cl:29])[C:20]([Cl:28])=[C:21]2[C:26](=[O:27])[O:25][C:23](=[O:24])[C:22]=12>C(OC(=O)C)(=O)C>[CH3:12][C:10]1([CH3:13])[CH2:11][CH:6]([NH:5][C:26](=[O:27])[C:21]2[C:22](=[C:17]([Cl:16])[C:18]([Cl:30])=[C:19]([Cl:29])[C:20]=2[Cl:28])[C:23]([OH:25])=[O:24])[CH2:7][C:8]([CH3:15])([CH3:14])[NH:9]1. Procedure: The acetic acid salt of N-(2,2,6,6-tetramethyl-4-piperidinyl)tetrachlorophthalamic acid was prepared by refluxing 7.8 grams (0.05 mole) of 4-amino-2,2,6,6-tetramethylpiperidine, 14.3 grams (0.05 mole) of tetrachlorophthalic anhydride in 100 ml of acetic anhydride for 4 hours. The acetic anhydride was stripped off on a rotary evaporator under reduced pressure. The light yellow residue was slurried in 300 ml hexane and filtered. The filter cake was reslurried in fresh hexane and refiltered. The fi... Starting materials: C(CCCCCCCCCCCCCCCCCCCCC)Br (docosyl bromide), OC1=CC=2C(C3=CC(=CC=C3C2C=C1)O)=O (2,7-Dihydroxy-9-fluorenone), C([O-])([O-])=O.[K+].[K+] (potassium carbonate), C(CCCCCCCCCCCCCCCCCCCCC)Br (docosyl bromide), Cl (hydrochloric acid). The solvent is CN(C)C=O (DMF). Reaction conditions: temperature 80 celsius, time 8 hour. The product is C(CCCCCCCCCCCCCCCCCCCCC)OC1=CC=2C(C3=CC(=CC=C3C2C=C1)OCCCCCCCCCCCCCCCCCCCCCC)=O (2,7-didocosyloxy-9-fluorenone). Yield: 107.5%. Reaction SMILES: [OH:1][C:2]1[CH:14]=[CH:13][C:12]2[C:11]3[C:6](=[CH:7][C:8]([OH:15])=[CH:9][CH:10]=3)[C:5](=[O:16])[C:4]=2[CH:3]=1.C(=O)([O-])[O-].[K+].[K+].[CH2:23](Br)[CH2:24][CH2:25][CH2:26][CH2:27][CH2:28][CH2:29][CH2:30][CH2:31][CH2:32][CH2:33][CH2:34][CH2:35][CH2:36][CH2:37][CH2:38][CH2:39][CH2:40][CH2:41][CH2:42][CH2:43][CH3:44].Cl>CN(C=O)C>[CH2:23]([O:1][C:2]1[CH:14]=[CH:13][C:12]2[C:11]3[C:6](=[CH:7][C:8]([O:15][CH2:44][CH2:43][CH2:42][CH2:41][CH2:40][CH2:39][CH2:38][CH2:37][CH2:36][CH2:35][CH2:34][CH2:33][CH2:32][CH2:31][CH2:30][CH2:29][CH2:28][CH2:27][CH2:26][CH2:25][CH2:24][CH3:23])=[CH:9][CH:10]=3)[C:5](=[O:16])[C:4]=2[CH:3]=1)[CH2:24][CH2:25][CH2:26][CH2:27][CH2:28][CH2:29][CH2:30][CH2:31][CH2:32][CH2:33][CH2:34][CH2:35][CH2:36][CH2:37][CH2:38][CH2:39][CH2:40][CH2:41][CH2:42][CH2:43][CH3:44] |f:1.2.3|. Procedure details: 2,7-Dihydroxy-9-fluorenone (1 g, 4.71 mmol) was dissolved in DMF (40 ml), and potassium carbonate (1.95 g, 14.1 mmol) and docosyl bromide (96%, 4.02 g, 9.91 mmol) were added. The mixture was stirred overnight at 80° C., docosyl bromide (0.40 g, 0.99 mmol) was further added and the mixture was stirred overnight. After completion of the reaction, the reaction mixture was cooled to room temperature, 1N hydrochloric acid (120 ml) was added thereto in a water bath to allow precipitation. The crystals... The reactants are FC(C=1C=C(C=C(C1)C(F)(F)F)[C@@H]1[C@@H](N(C(O1)=O)CC1=C(C=CC(=C1)C(F)(F)F)C1=C(C=CC(=C1)Br)F)C)(F)F ((4S,5R)-5-[3,5-bis(trifluoromethyl)phenyl]-3-{[5′-bromo-2′-fluoro-4-(trifluoromethyl)biphenyl-2-yl]methyl}-4-methyl-1,3-oxazolidin-2-one), CC1=C(C=CC=C1)B(O)O ((2-methylphenyl) boronic acid), [OH-].[K+] (potassium hydroxide). Reagents/catalysts: ClCCl.[Pd](Cl)Cl.C1(=CC=CC=C1)P([C-]1C=CC=C1)C1=CC=CC=C1.[C-]1(C=CC=C1)P(C1=CC=CC=C1)C1=CC=CC=C1.[Fe+2] (1,1′-bis(diphenylphosphino)ferrocene-palladium dichloride dichloromethane). The solvent is O1CCOCC1 (1,4-dioxane). Product: FC(C=1C=C(C=C(C1)C(F)(F)F)[C@@H]1[C@@H](N(C(O1)=O)CC1=C(C=CC(=C1)C(F)(F)F)C1=CC(=CC=C1F)C1=C(C=CC=C1)C)C)(F)F ((4S,5R)-5-[3,5-bis(trifluoromethyl)phenyl]-3-{[6′-fluoro-2″-methyl-4-(trifluoromethyl)-1,1′:3′,1″-terphenyl-2-yl]methyl}-4-methyl-1,3-oxazolidin-2-one). RXN SMILES: [F:1][C:2]([F:40])([F:39])[C:3]1[CH:4]=[C:5]([C@H:13]2[O:17][C:16](=[O:18])[N:15]([CH2:19][C:20]3[CH:25]=[C:24]([C:26]([F:29])([F:28])[F:27])[CH:23]=[CH:22][C:21]=3[C:30]3[CH:35]=[C:34](Br)[CH:33]=[CH:32][C:31]=3[F:37])[C@H:14]2[CH3:38])[CH:6]=[C:7]([C:9]([F:12])([F:11])[F:10])[CH:8]=1.[CH3:41][C:42]1[CH:47]=[CH:46][CH:45]=[CH:44][C:43]=1B(O)O.[OH-].[K+]>ClCCl.[Pd](Cl)Cl.C1(P(C2C=CC=CC=2)[C-]2C=CC=C2)C=CC=CC=1.[C-]1(P(C2C=CC=CC=2)C2C=CC=CC=2)C=CC=C1.[Fe+2].O1CCOCC1>[F:1][C:2]([F:40])([F:39])[C:3]1[CH:4]=[C:5]([C@H:13]2[O:17][C:16](=[O:18])[N:15]([CH2:19][C:20]3[CH:25]=[C:24]([C:26]([F:29])([F:28])[F:27])[CH:23]=[CH:22][C:21]=3[C:30]3[C:31]([F:37])=[CH:32][CH:33]=[C:34]([C:43]4[CH:44]=[CH:45][CH:46]=[CH:47][C:42]=4[CH3:41])[CH:35]=3)[C@H:14]2[CH3:38])[CH:6]=[C:7]([C:9]([F:12])([F:11])[F:10])[CH:8]=1 |f:2.3,4.5.6.7.8|. Procedure details: (4S,5R)-5-[3,5-bis(trifluoromethyl)phenyl]-3-{[5′-bromo-2′-fluoro-4-(trifluoromethyl)biphenyl-2-yl]methyl}-4-methyl-1,3-oxazolidin-2-one (79 mg, 0.123 mmol), (2-methylphenyl) boronic acid (25 mg, 0.182 mmol), 1,1′-bis(diphenylphosphino)ferrocene-palladium dichloride dichloromethane adduct (10 mg, 0.0122 mmol), aqueous potassium hydroxide (82 μL, 3M, 0.246 mmol) and 1,4-dioxane (1 mL) were placed in a sealed tube and subjected to microwave irradiation at 140° C. for 15 minutes to complete the rea... The reactants are CO (Methanol), N1[C@@H](CCC1=O)C(=O)O (L-pyroglutamic acid), OS(=O)(=O)O (H2SO4), N1[C@@H](CCC1=O)C(=O)O (pyroglutamic acid), [O-]S(=O)(=O)[O-].[Na+].[Na+] (Na2SO4), C(=O)(O)[O-].[Na+] (NaHCO3). Reaction conditions: temperature 60 celsius, time 15 minute. Yields the product COC([C@H]1NC(CC1)=O)=O ((S)-Pyroglutamic Acid Methyl Ester). RXN SMILES: CO.[NH:3]1[C:7](=[O:8])[CH2:6][CH2:5][C@H:4]1[C:9]([OH:11])=[O:10].OS(O)(=O)=O.[O-]S([O-])(=O)=O.[Na+].[Na+].[C:24]([O-])(O)=O.[Na+]>>[CH3:24][O:10][C:9](=[O:11])[C@@H:4]1[CH2:5][CH2:6][C:7](=[O:8])[NH:3]1 |f:3.4.5,6.7|. Procedure: Methanol (62 L, 1.155 mol), L-pyroglutamic acid (20 kg, 154.9 mol) and H2SO4 (97%, 0.87 L, 15.5 mol) were introduced into a reactor. The suspension was warmed to 60° C. and stirred until the pyroglutamic acid concentration dropped below 10%. The temperature of the reactor jacket was lowered to 0° C., and when the internal temperature reached 30° C., 9.7 kg (68.1 mol) of Na2SO4 was added and stirred for 15 min, then 8.1 kg (96.4 mol) of NaHCO3 was added. When pH 7 was reached (about 10 min), the ... The reactants are [BH3-]C#N, Cc1ccc2c(N=CC(O)(CC(C)(C)c3cc(F)cc4c3OCC4)C(F)(F)F)c(C)ccc2n1, Cc1ccc2c(N)c(C)ccc2n1, [Na+]. Yields the product Cc1ccc2c(NCC(O)(CC(C)(C)c3cc(F)cc4c3OCC4)C(F)(F)F)c(C)ccc2n1. As a reaction SMILES: [C:48]([BH3-:49])#[N:50].[F:14][c:15]1[cH:16][c:17]([C:24]([CH2:25][C:26]([CH:27]=[N:28][c:29]2[c:30]3[cH:31][cH:32][c:33]([CH3:40])[n:34][c:35]3[cH:36][cH:37][c:38]2[CH3:39])([C:41]([F:42])([F:43])[F:44])[OH:45])([CH3:46])[CH3:47])[c:18]2[c:19]([cH:23]1)[CH2:20][CH2:21][O:22]2.[NH2:1][c:2]1[c:3]([CH3:4])[cH:5][cH:6][c:7]2[c:8]1[cH:9][cH:10][c:11]([CH3:12])[n:13]2.[Na+:51]>>[F:14][c:15]1[cH:16][c:17]([C:24]([CH2:25][C:26]([CH2:27][NH:28][c:29]2[c:30]3[cH:31][cH:32][c:33]([CH3:40])[n:34][c:35]3[cH:36][cH:37][c:38]2[CH3:39])([C:41]([F:42])([F:43])[F:44])[OH:45])([CH3:46])[CH3:47])[c:18]2[c:19]([cH:23]1)[CH2:20][CH2:21][O:22]2.